From a dataset of the Open Reaction Database (ORD), a public repository of structured organic reaction records. describe an organic reaction: reactants, conditions, products, and yield Starting materials: CC(=O)C1=C(C)N(c2cccc(C(F)(F)F)c2)C(=O)C(C(=O)OCc2ccccc2)C1c1ccc(C#N)cc1, [H][H], C1CCOC1. Yields the product CC(=O)C1=C(C)N(c2cccc(C(F)(F)F)c2)C(=O)C(C(=O)O)C1c1ccc(C#N)cc1. As a reaction SMILES: [C:1]([CH3:2])(=[O:3])[C:4]1=[C:9]([CH3:10])[N:8]([c:11]2[cH:12][c:13]([C:17]([F:18])([F:19])[F:20])[cH:14][cH:15][cH:16]2)[C:7](=[O:21])[CH:6]([C:22](=[O:23])[O:24][CH2:25][c:26]2[cH:27][cH:28][cH:29][cH:30][cH:31]2)[CH:5]1[c:32]1[cH:33][cH:34][c:35]([C:38]#[N:39])[cH:36][cH:37]1.[H:40][H:41].[O:42]1[CH2:43][CH2:44][CH2:45][CH2:46]1>>[C:1]([CH3:2])(=[O:3])[C:4]1=[C:9]([CH3:10])[N:8]([c:11]2[cH:12][c:13]([C:17]([F:18])([F:19])[F:20])[cH:14][cH:15][cH:16]2)[C:7](=[O:21])[CH:6]([C:22](=[O:23])[OH:24])[CH:5]1[c:32]1[cH:33][cH:34][c:35]([C:38]#[N:39])[cH:36][cH:37]1. Reactants: CC1(C)OB(c2ccc(C(=O)O)cc2)OC1(C)C, OC1CNCC1O. The product is CC1(C)OB(c2ccc(C(=O)N3CC(O)C(O)C3)cc2)OC1(C)C. Reaction SMILES: [CH3:1][C:2]1([CH3:18])[O:3][B:4]([c:9]2[cH:10][cH:11][c:12]([C:13](=[O:14])[OH:15])[cH:16][cH:17]2)[O:5][C:6]1([CH3:7])[CH3:8].[NH:19]1[CH2:20][CH:21]([OH:25])[CH:22]([OH:24])[CH2:23]1>>[CH3:1][C:2]1([CH3:18])[O:3][B:4]([c:9]2[cH:10][cH:11][c:12]([C:13](=[O:15])[N:19]3[CH2:20][CH:21]([OH:25])[CH:22]([OH:24])[CH2:23]3)[cH:16][cH:17]2)[O:5][C:6]1([CH3:7])[CH3:8]. Starting materials: CO, CSc1ncc2c(n1)N(C(C)C)C(=O)N(c1cc(C#N)cc([N+](=O)[O-])c1)C2, Cl, [Fe]. The product is CSc1ncc2c(n1)N(C(C)C)C(=O)N(c1cc(N)cc(C#N)c1)C2. Reaction SMILES: [CH3:29][OH:30].[CH:1]([CH3:2])([CH3:3])[N:4]1[C:5](=[O:27])[N:6]([c:16]2[cH:17][c:18]([C:19]#[N:20])[cH:21][c:22]([N+:24]([O-:25])=[O:26])[cH:23]2)[CH2:7][c:8]2[c:9]1[n:10][c:11]([S:14][CH3:15])[n:12][cH:13]2.[ClH:28].[Fe:31]>>[CH:1]([CH3:2])([CH3:3])[N:4]1[C:5](=[O:27])[N:6]([c:16]2[cH:17][c:18]([C:19]#[N:20])[cH:21][c:22]([NH2:24])[cH:23]2)[CH2:7][c:8]2[c:9]1[n:10][c:11]([S:14][CH3:15])[n:12][cH:13]2.